Dataset: the Open Reaction Database (ORD), a public repository of structured organic reaction records. Task: describe an organic reaction: reactants, conditions, products, and yield The reactants are COC(=S)c1cc(Br)c(C)s1, CNc1ccccc1. Yields the product COC(=S)c1cc(N(C)c2ccccc2)c(C)s1. Reaction SMILES: [Br:1][c:2]1[cH:3][c:4]([C:8](=[S:9])[O:10][CH3:11])[s:5][c:6]1[CH3:7].[CH3:12][NH:13][c:14]1[cH:15][cH:16][cH:17][cH:18][cH:19]1>>[c:2]1([N:13]([CH3:12])[c:14]2[cH:15][cH:16][cH:17][cH:18][cH:19]2)[cH:3][c:4]([C:8](=[S:9])[O:10][CH3:11])[s:5][c:6]1[CH3:7]. Solvent: O (water). Reactants: COC=1C=C2CCC(C(C2=CC1)=O)C1=CC=CC=C1 (6-Methoxy-2-phenyl-3,4-dihydro-2H-naphthalen-1-one), Br (HBr). The product is OC=1C=C2CCC(C(C2=CC1)=O)C1=CC=CC=C1 (6-Hydroxy-2-phenyl-3,4-dihydro-2H-naphthalen-1-one). Procedure: 6-Methoxy-2-phenyl-3,4-dihydro-2H-naphthalen-1-one (1.0 g) was refluxed with 47% HBr (20 ml) until disappearance of the starting material. The mixture was poured into water and extracted with ethyl acetate. Ethyl acetate was dried and evaporated. The product was recrystallised from toluene. 1H NMR (400 MHz, d6-DMSO) δ: 10.35 (s, 1H), 7.79 (d, 1H, J 8.6 Hz), 7.15-7.33 (m, 5H), 6.75 (dd, 1H, J 8.6, 2.4 Hz), 6.68 (d, 1H, J 2.3 Hz), 3.79-3.85 (m, 1H), 2.99-3.06 (m, 1H), 2.83-2.90 (m, 1H), 2.19-2.33 ... RXN SMILES: C[O:2][C:3]1[CH:4]=[C:5]2[C:10](=[CH:11][CH:12]=1)[C:9](=[O:13])[CH:8]([C:14]1[CH:19]=[CH:18][CH:17]=[CH:16][CH:15]=1)[CH2:7][CH2:6]2.Br>O>[OH:2][C:3]1[CH:4]=[C:5]2[C:10](=[CH:11][CH:12]=1)[C:9](=[O:13])[CH:8]([C:14]1[CH:19]=[CH:18][CH:17]=[CH:16][CH:15]=1)[CH2:7][CH2:6]2. The reactants are CCCCCC, Cc1[nH]c2ccccc2c1C=O, Cc1ccccc1, Nc1ccccc1. Yields the product Cc1[nH]c2ccccc2c1C=N. RXN SMILES: [CH3:13][CH2:14][CH2:15][CH2:16][CH2:17][CH3:18].[CH3:1][c:2]1[nH:3][c:4]2[cH:5][cH:6][cH:7][cH:8][c:9]2[c:10]1[CH:11]=[O:12].[CH3:26][c:27]1[cH:28][cH:29][cH:30][cH:31][cH:32]1.[NH2:19][c:20]1[cH:21][cH:22][cH:23][cH:24][cH:25]1>>[CH3:1][c:2]1[nH:3][c:4]2[cH:5][cH:6][cH:7][cH:8][c:9]2[c:10]1[CH:11]=[NH:19]. The reactants are CC(=O)[O-], CC(=O)[O-], O=C([O-])[O-], Cc1ccccc1, CCOC(C)=O, O=C(N1CCc2ccc(Cl)c(OS(=O)(=O)C(F)(F)F)c2CC1)C(F)(F)F, [Cs+], [Cs+], O=C(C=Cc1ccccc1)C=Cc1ccccc1, O=C(C=Cc1ccccc1)C=Cc1ccccc1, O=C(C=Cc1ccccc1)C=Cc1ccccc1, [Pd+2], [Pd], [Pd], NCCCC1(c2ccccc2)OCCO1. Product: O=C(N1CCc2ccc(Cl)c(NCCCC3(c4ccccc4)OCCO3)c2CC1)C(F)(F)F. As a reaction SMILES: [C:117]([O-:118])(=[O:119])[CH3:120].[C:122]([O-:123])(=[O:124])[CH3:125].[C:42](=[O:43])([O-:44])[O-:45].[CH3:48][c:49]1[cH:50][cH:51][cH:52][cH:53][cH:54]1.[CH3:55][CH2:56][O:57][C:58]([CH3:59])=[O:60].[Cl:1][c:2]1[c:3]([O:19][S:20]([C:21]([F:22])([F:23])[F:24])(=[O:25])=[O:26])[c:4]2[c:5]([cH:17][cH:18]1)[CH2:6][CH2:7][N:8]([C:11]([C:12]([F:13])([F:14])[F:15])=[O:16])[CH2:9][CH2:10]2.[Cs+:46].[Cs+:47].[O:63]=[C:64]([CH:65]=[CH:66][c:67]1[cH:68][cH:69][cH:70][cH:71][cH:72]1)[CH:73]=[CH:74][c:75]1[cH:76][cH:77][cH:78][cH:79][cH:80]1.[O:81]=[C:82]([CH:83]=[CH:84][c:85]1[cH:86][cH:87][cH:88][cH:89][cH:90]1)[CH:91]=[CH:92][c:93]1[cH:94][cH:95][cH:96][cH:97][cH:98]1.[O:99]=[C:100]([CH:101]=[CH:102][c:103]1[cH:104][cH:105][cH:106][cH:107][cH:108]1)[CH:109]=[CH:110][c:111]1[cH:112][cH:113][cH:114][cH:115][cH:116]1.[Pd+2:121].[Pd:61].[Pd:62].[c:27]1([C:33]2([CH2:38][CH2:39][CH2:40][NH2:41])[O:34][CH2:35][CH2:36][O:37]2)[cH:28][cH:29][cH:30][cH:31][cH:32]1>>[Cl:1][c:2]1[c:3]([NH:41][CH2:40][CH2:39][CH2:38][C:33]2([c:27]3[cH:28][cH:29][cH:30][cH:31][cH:32]3)[O:34][CH2:35][CH2:36][O:37]2)[c:4]2[c:5]([cH:17][cH:18]1)[CH2:6][CH2:7][N:8]([C:11]([C:12]([F:13])([F:14])[F:15])=[O:16])[CH2:9][CH2:10]2. Reactants: lithio, [Li] (lithium), BrBr (bromine), BrC=1C=C2C(=NC1)OC(CC2)C2=CC(=C(C=C2)Cl)Cl (6-bromo-2-(3,4-dichlorophenyl)-3,4-dihydro-2H-pyrano[2,3-b]pyridine), C(C)(C)(C)[Li].CCCCC (tert-butyllithium pentane), CSSC (dimethyldisulfide). Run in C1(=CC=CC=C1)C (toluene), CCOCC (ether). Run at temperature -100 celsius, time 20 minute. Yields the product ClC=1C=C(C=CC1Cl)C1CCC=2C(=NC=C(C2)SC)O1 (2-(3,4-dichlorophenyl)-3,4-dihydro-6-(methylthio)-2H-pyrano[2,3-b]pyridine). As a reaction SMILES: Br[C:2]1[CH:3]=[C:4]2[CH2:11][CH2:10][CH:9]([C:12]3[CH:17]=[CH:16][C:15]([Cl:18])=[C:14]([Cl:19])[CH:13]=3)[O:8][C:5]2=[N:6][CH:7]=1.C([Li])(C)(C)C.CCCCC.[Li].BrBr.[CH3:33][S:34]SC>C1(C)C=CC=CC=1.CCOCC>[Cl:19][C:14]1[CH:13]=[C:12]([CH:9]2[O:8][C:5]3=[N:6][CH:7]=[C:2]([S:34][CH3:33])[CH:3]=[C:4]3[CH2:11][CH2:10]2)[CH:17]=[CH:16][C:15]=1[Cl:18] |f:1.2,^1:29|. Procedure: A solution of 3.6 g of 6-bromo-2-(3,4-dichlorophenyl)-3,4-dihydro-2H-pyrano[2,3-b]pyridine in a mixture of 50 ml of toluene and 25 ml of anhydrous ether was cooled to -100° C. under nitrogen and 3.8 ml of 2.9M tert-butyllithium/pentane was added dropwise over about 5 minutes while keeping the temperature below -100° C. This gave a deep blue-green mixture containing the lithio intermediate (i.e., lithium replacing the bromine in the starting material). After 20 minutes, 1.8 ml of dimethyldisulfid...